The task is: describe an organic reaction: reactants, conditions, products, and yield. This data is from the Open Reaction Database (ORD), a public repository of structured organic reaction records. The reactants are C(C)(C)N(CC)C(C)C (diisopropylethylamine), ClC1=CC=C2C(=NNC2=C1)N (6-chloro-1H-indazole-3-amine), Cl.N1=C(C=CC=C1)C(=O)Cl (picolinoyl chloride hydrochloride). Solvent: N1=CC=CC=C1 (pyridine). Conditions: temperature 8 celsius, time 18 hour. Yields the product ClC1=CC=C2C(=NNC2=C1)NC(=O)C1=NC=CC=C1 (N-[6-chloro-1H-indazol-3-yl]-2-pyridinecarboxamide). As a reaction SMILES: C(N(C(C)C)CC)(C)C.[Cl:10][C:11]1[CH:19]=[C:18]2[C:14]([C:15]([NH2:20])=[N:16][NH:17]2)=[CH:13][CH:12]=1.Cl.[N:22]1[CH:27]=[CH:26][CH:25]=[CH:24][C:23]=1[C:28](Cl)=[O:29]>N1C=CC=CC=1>[Cl:10][C:11]1[CH:19]=[C:18]2[C:14]([C:15]([NH:20][C:28]([C:23]3[CH:24]=[CH:25][CH:26]=[CH:27][N:22]=3)=[O:29])=[N:16][NH:17]2)=[CH:13][CH:12]=1 |f:2.3|. Reported procedure: 4.2 cm3 of diisopropylethylamine are added to 1 g of 6-chloro-1H-indazole-3-amine in 15 cm3 of pyridine. The reaction medium is cooled to about 8° C. to add 1.08 g of picolinoyl chloride hydrochloride, and the temperature is allowed to return to room temperature over 18 hours. The reaction medium is concentrated to dryness under reduced pressure (2 kPa; 40° C.) and the residue is then taken up in 25 cm3 of ethyl acetate and 25 cm3 of distilled water. The organic phase is washed with 25 cm3 of wa... Reactants: C1(CCCCC1)NC(=O)NC1CCCCC1 (dicyclohexyl urea), ClC=1N=NC(=CC1)NN (3-chloro-6-hydrazinylpyridazine), N1=CC=CC2=CC(=CC=C12)CC(=O)O (2-(quinolin-6-yl)acetic acid), C1CCC(CC1)N=C=NC2CCCCC2 (DCC). Run in C(Cl)Cl (DCM). The product is ClC1=CC=C(N=N1)NNC(CC=1C=C2C=CC=NC2=CC1)=O (N′-(6-Chloropyridazin-3-yl)-2-(quinolin-6-yl)acetohydrazide). RXN SMILES: [Cl:1][C:2]1[N:3]=[N:4][C:5]([NH:8][NH2:9])=[CH:6][CH:7]=1.[N:10]1[C:19]2[C:14](=[CH:15][C:16]([CH2:20][C:21](O)=[O:22])=[CH:17][CH:18]=2)[CH:13]=[CH:12][CH:11]=1.C1CCC(N=C=NC2CCCCC2)CC1.C1(NC(NC2CCCCC2)=O)CCCCC1>C(Cl)Cl>[Cl:1][C:2]1[N:3]=[N:4][C:5]([NH:8][NH:9][C:21](=[O:22])[CH2:20][C:16]2[CH:15]=[C:14]3[C:19](=[CH:18][CH:17]=2)[N:10]=[CH:11][CH:12]=[CH:13]3)=[CH:6][CH:7]=1. Reported procedure: To a suspension of 3-chloro-6-hydrazinylpyridazine (3 g, 20.75 mmol) and 2-(quinolin-6-yl)acetic acid (4.27 g, 22.83 mmol) in 200 ml DCM was added DCC (5.14 g, 24.90 mmol). The solution was stirred at room temperature for overweekend. The title compound as a white solid containing dicyclohexyl urea was filtered and used in the next step without further purification (8 g, 100%). LCMS (method A): [MH]+=314.1, tR=2.85 min. Reactants: N1=CC=CC2=CC=C3C=CC=NC3=C12 (1,10-phenanthroline), COC1=CC=C(C=C1)N1N=C(C2=C1C(NCC2)=O)C(F)(F)F (1-(4-methoxyphenyl)-3-(trifluoromethyl)-1,4,5,6-tetrahydro-7H-pyrazolo[3,4-c]pyridin-7-one), CS(=O)C (DMSO), C(=O)([O-])[O-].[K+].[K+] (K2CO3), Cl (HCl). The reagents and catalysts are [Cu]I (CuI). The solvent is CCOC(=O)C (EtOAc). Reaction conditions: temperature 130 celsius, time 8 hour. Yields the product COC1=CC=C(C=C1)N1N=C(C2=C1C(N(CC2)C2=CC=C(C=C2)C2(CCC2)C(=O)O)=O)C(F)(F)F (1-{4-[1-(4-methoxyphenyl)-7-oxo-3-(trifluoromethyl)-1,4,5,7-tetrahydro-6H-pyrazolo[3,4-c]pyridin-6-yl]phenyl}cyclobutane carboxylic acid). Isolated yield 97.0%. As a reaction SMILES: [CH3:1][O:2][C:3]1[CH:8]=[CH:7][C:6]([N:9]2[C:13]3[C:14](=[O:18])[NH:15][CH2:16][CH2:17][C:12]=3[C:11]([C:19]([F:22])([F:21])[F:20])=[N:10]2)=[CH:5][CH:4]=1.[C:23]([O-:26])([O-])=[O:24].[K+].[K+].N1[C:42]2[C:33](=[CH:34][CH:35]=[C:36]3[C:41]=2N=[CH:39][CH:38]=[CH:37]3)C=CC=1.Cl.[CH3:44]S(C)=O>[Cu]I.CCOC(C)=O>[CH3:1][O:2][C:3]1[CH:4]=[CH:5][C:6]([N:9]2[C:13]3[C:14](=[O:18])[N:15]([C:33]4[CH:34]=[CH:35][C:36]([C:37]5([C:23]([OH:26])=[O:24])[CH2:38][CH2:39][CH2:44]5)=[CH:41][CH:42]=4)[CH2:16][CH2:17][C:12]=3[C:11]([C:19]([F:22])([F:20])[F:21])=[N:10]2)=[CH:7][CH:8]=1 |f:1.2.3|. Procedure details: Part C. The product from part B (1.20 g, 3.97 mmol) and 1-(4-methoxyphenyl)-3-(trifluoromethyl)-1,4,5,6-tetrahydro-7H-pyrazolo[3,4-c]pyridin-7-one (0.87 g, 2.8 mmol) were stirred in DMSO (3 mL) under N2. K2CO3 (1.16 g, mmol, 3.0 eq) was added followed by the addition of 1,10-phenanthroline (100 mg, 20 mol %) and CuI (106 mg, 20 mol %). The resulting mixture was stirred at 130° C. overnight. LC-MS showed completion of the reaction. EtOAc was added to the cooled solution. The solution was acidifie... Reactants: O=C(OC(C(=O)O)C(OC(=O)c1ccccc1)C(=O)O)c1ccccc1, O=C(N=C=S)c1ccccc1, CCOC(C)=O, ClCCl, NC1(c2ccccc2F)COC(C(F)(F)F)C1CO, [Na+], [OH-]. Product: O=C(NC(=S)NC1(c2ccccc2F)COC(C(F)(F)F)C1CO)c1ccccc1. Reaction SMILES: [C:1]([O:2][CH:3]([CH:4]([O:5][C:6](=[O:7])[c:8]1[cH:9][cH:10][cH:11][cH:12][cH:13]1)[C:14]([OH:15])=[O:16])[C:17]([OH:18])=[O:19])(=[O:20])[c:21]1[cH:22][cH:23][cH:24][cH:25][cH:26]1.[C:54]([c:55]1[cH:56][cH:57][cH:58][cH:59][cH:60]1)(=[O:61])[N:62]=[C:63]=[S:64].[CH3:46][CH2:47][O:48][C:49]([CH3:50])=[O:51].[Cl:65][CH2:66][Cl:67].[NH2:27][C:28]1([c:39]2[c:40]([F:45])[cH:41][cH:42][cH:43][cH:44]2)[CH:29]([CH2:37][OH:38])[CH:30]([C:33]([F:34])([F:35])[F:36])[O:31][CH2:32]1.[Na+:53].[OH-:52]>>[NH:27]([C:28]1([c:39]2[c:40]([F:45])[cH:41][cH:42][cH:43][cH:44]2)[CH:29]([CH2:37][OH:38])[CH:30]([C:33]([F:34])([F:35])[F:36])[O:31][CH2:32]1)[C:63]([NH:62][C:54]([c:55]1[cH:56][cH:57][cH:58][cH:59][cH:60]1)=[O:61])=[S:64]. Starting materials: CC(=O)OCC(=O)N(C)c1ccc(Cl)c(COc2cccc3ccc(C)nc23)c1Cl, O=C([O-])[O-], CO, ClC(Cl)Cl, [K+], [K+], O. Product: Cc1ccc2cccc(OCc3c(Cl)ccc(N(C)C(=O)CO)c3Cl)c2n1. Reaction SMILES: [C:1](=[O:2])([CH3:3])[O:4][CH2:5][C:6](=[O:7])[N:8]([CH3:9])[c:10]1[c:11]([Cl:30])[c:12]([CH2:13][O:14][c:15]2[cH:16][cH:17][cH:18][c:19]3[cH:20][cH:21][c:22]([CH3:25])[n:23][c:24]23)[c:26]([Cl:29])[cH:27][cH:28]1.[C:31](=[O:32])([O-:33])[O-:34].[CH3:42][OH:43].[CH:37]([Cl:38])([Cl:39])[Cl:40].[K+:35].[K+:36].[OH2:41]>>[OH:4][CH2:5][C:6](=[O:7])[N:8]([CH3:9])[c:10]1[c:11]([Cl:30])[c:12]([CH2:13][O:14][c:15]2[cH:16][cH:17][cH:18][c:19]3[cH:20][cH:21][c:22]([CH3:25])[n:23][c:24]23)[c:26]([Cl:29])[cH:27][cH:28]1. Reactants: CC(c1ccccc1)N1CC(CCO[Si](C)(C)C(C)(C)C)(C(=O)OC(C)(C)C)C(F)C1=O, CC(=O)O, CCOC(C)=O, CCCC[N+](CCCC)(CCCC)CCCC, [F-], C1CCOC1. Product: CC(c1ccccc1)N1CC(CCO)(C(=O)OC(C)(C)C)C(F)C1=O. As a reaction SMILES: [C:23]([CH3:24])([CH3:25])([CH3:26])[O:27][C:28](=[O:29])[C:30]1([CH2:45][CH2:46][O:47][Si:48]([C:49]([CH3:50])([CH3:51])[CH3:52])([CH3:53])[CH3:54])[CH2:31][N:32]([CH:37]([CH3:38])[c:39]2[cH:40][cH:41][cH:42][cH:43][cH:44]2)[C:33](=[O:36])[CH:34]1[F:35].[CH3:1][C:2](=[O:3])[OH:4].[CH3:55][CH2:56][O:57][C:58](=[O:59])[CH3:60].[CH3:6][CH2:7][CH2:8][CH2:9][N+:10]([CH2:11][CH2:12][CH2:13][CH3:14])([CH2:15][CH2:16][CH2:17][CH3:18])[CH2:19][CH2:20][CH2:21][CH3:22].[F-:5].[O:61]1[CH2:62][CH2:63][CH2:64][CH2:65]1>>[C:23]([CH3:24])([CH3:25])([CH3:26])[O:27][C:28](=[O:29])[C:30]1([CH2:45][CH2:46][OH:47])[CH2:31][N:32]([CH:37]([CH3:38])[c:39]2[cH:40][cH:41][cH:42][cH:43][cH:44]2)[C:33](=[O:36])[CH:34]1[F:35]. Starting materials: CC1=C(C=C(C=C1)C=1OC(=NN1)C)C1=CC=C(C=C1)C(=O)O (2′-methyl-5′-(5-methyl-1,3,4-oxadiazol-2-yl)-1,1′-biphenyl-4-carboxylic acid), O(C1=CC=CC=C1)C1=CC=C(CN)C=C1 (4-phenoxybenzylamine). The product is CC1=C(C=C(C=C1)C=1OC(=NN1)C)C1=CC=C(C=C1)C(=O)NCC1=CC=C(C=C1)OC1=CC=CC=C1 (2′-Methyl-5′-(5-methyl-1,3,4-oxadiazol-2-yl)-N-(4phenoxybenzyl)-1,1′-biphenyl-4-carboxamide). RXN SMILES: [CH3:1][C:2]1[CH:7]=[CH:6][C:5]([C:8]2[O:9][C:10]([CH3:13])=[N:11][N:12]=2)=[CH:4][C:3]=1[C:14]1[CH:19]=[CH:18][C:17]([C:20](O)=[O:21])=[CH:16][CH:15]=1.[O:23]([C:30]1[CH:37]=[CH:36][C:33]([CH2:34][NH2:35])=[CH:32][CH:31]=1)[C:24]1[CH:29]=[CH:28][CH:27]=[CH:26][CH:25]=1>>[CH3:1][C:2]1[CH:7]=[CH:6][C:5]([C:8]2[O:9][C:10]([CH3:13])=[N:11][N:12]=2)=[CH:4][C:3]=1[C:14]1[CH:19]=[CH:18][C:17]([C:20]([NH:35][CH2:34][C:33]2[CH:36]=[CH:37][C:30]([O:23][C:24]3[CH:25]=[CH:26][CH:27]=[CH:28][CH:29]=3)=[CH:31][CH:32]=2)=[O:21])=[CH:16][CH:15]=1. Reported procedure: 2′-Methyl-5′-(5-methyl-1,3,4-oxadiazol-2-yl)-N-(4phenoxybenzyl)-1,1′-biphenyl-4-carboxamide was prepared from 2′-methyl-5′-(5-methyl-1,3,4-oxadiazol-2-yl)-1,1′-biphenyl-4-carboxylic acid and 4-phenoxybenzylamine using method N. NMR; δH [2H6]—DMSO 9.15,(1H, t), 8.00,(2H, d), 7.89,(1H, dd), 7.76,(1H, d), 7.53,(3H, m), 7.37,(4H, m), 7.11,(1H, m), 7.01-6.96,(4H, m), 4.49,(2H, d), 2.56,(3H, s), 2.31,(3H, s). LCMS; retention time 3.76 min, MH+ 476. Yield: 56.6%. Reaction conditions: temperature 0 celsius. The product is [Si](C)(C)(C(C)(C)C)OCCOCN1C(=S)NC(=O)C=C1 (1-[(2-t-butyldimethylsilyloxyethoxy)methyl]-2-thiouracil). Procedure details: An amount of 3.84 g (30 mmol) of 2-thiouracil was suspended in 75 ml of methylene chloride, was added to 17.8 ml (72 mmol) of bis(trimethylsilyl)acetamide and 7.2 g (45 mmol) of (2-acetoxyethoxy)methyl acetate and allowed to react at room temperature for 20 minutes. Then, the reaction solution was cooled to 0° C. and added to 4.5 ml (45 mmol) of stannic chloride. After the temperature of the solution had risen to room temperature, the solution was left to react overnight and then added to ice an... Run in C(Cl)Cl (methylene chloride), CN(C=O)C (dimethylformamide), O (water), C(C)O (ethanol). Reactants: N1C(=S)NC(=O)C=C1 (2-thiouracil), [Si](C)(C)(C(C)(C)C)Cl (t-butyldimethylsilyl chloride), N1C=NC=C1 (imidazole), stannic chloride, C([O-])(O)=O.[Na+] (sodium bicarbonate), C[Si](C)(C)C(C(=O)N)[Si](C)(C)C (bis(trimethylsilyl)acetamide), C(C)(=O)OCOCCOC(C)=O ((2-acetoxyethoxy)methyl acetate), resin ( Dowex-50 ), [OH-].[Na+] (sodium hydroxide). RXN SMILES: [NH:1]1[CH:8]=[CH:7][C:5](=[O:6])[NH:4][C:2]1=[S:3].C[Si](C([Si](C)(C)C)C(N)=O)(C)C.C(OC[O:26][CH2:27][CH2:28][O:29][C:30](=O)C)(=O)C.C(=O)(O)[O-].[Na+].[OH-].[Na+].[Si:40](Cl)([C:43]([CH3:46])([CH3:45])[CH3:44])([CH3:42])[CH3:41].N1C=CN=C1>C(Cl)Cl.C(O)C.CN(C)C=O.O>[Si:40]([O:26][CH2:27][CH2:28][O:29][CH2:30][N:1]1[CH:8]=[CH:7][C:5](=[O:6])[NH:4][C:2]1=[S:3])([C:43]([CH3:46])([CH3:45])[CH3:44])([CH3:42])[CH3:41] |f:3.4,5.6|. Starting materials: NCCCCCCN (hexamethylenediamine), C(C)P(OCCCC)(=O)CCC=O (butyl ethyl(2-formylethyl)phosphinate), [H][H] (hydrogen). The reagents and catalysts are [Ni] (Raney® nickel), [OH-].[K+] (potassium hydroxide). Solvent: O (water). Product: C(C)P(OCCCC)(=O)CCCO (butyl ethyl(3-hydroxypropyl)phosphinate). Isolated yield 82.9%. As a reaction SMILES: NCCCCCCN.[CH2:9]([P:11]([CH2:18][CH2:19][CH:20]=[O:21])(=[O:17])[O:12][CH2:13][CH2:14][CH2:15][CH3:16])[CH3:10].[H][H]>[Ni].[OH-].[K+].O>[CH2:9]([P:11]([CH2:18][CH2:19][CH2:20][OH:21])(=[O:17])[O:12][CH2:13][CH2:14][CH2:15][CH3:16])[CH3:10] |f:4.5|. Reported procedure: In a glass autoclave, 240 g of hexamethylenediamine, 52 g of water, 6.4 g of Raney® nickel (doped with 1.5% by weight of chromium), 0.18 g (4 mmol) of potassium hydroxide, 75.1 g (0.37 mol) of butyl ethyl(2-formylethyl)phosphinate (produced in as Example 9) are reacted at 50° C. with hydrogen at 25 bar. Following a reaction time of 8 hours, the autoclave was let down. For purification, the reaction solution is filtered, passed through a column charged with Deloxan® THP II and concentrated in vac... Reactants: OCC1C(C2CCC1C2)C=CCCCC(=O)O (6-(3-hydroxymethyl-bicyclo[2.2.1]hept-2-yl)-hex-5-enoic acid), C(Cl)(Cl)(Cl)Cl (carbon tetrachloride), C1(=CC=C(C=C1)S(=O)(=O)O)C (p-toluenesulphonic acid). The solvent is CO (methanol). Reaction conditions: time 16 hour. Yields the product OCC1C(C2CCC1C2)C=CCCCC(=O)OC (methyl 6-(3-hydroxymethyl-bicyclo-[2.2.1]hept-2-yl)-hex-5-enoate). Yield: 95.0%. As a reaction SMILES: [OH:1][CH2:2][CH:3]1[CH:8]2[CH2:9][CH:5]([CH2:6][CH2:7]2)[CH:4]1[CH:10]=[CH:11][CH2:12][CH2:13][CH2:14][C:15]([OH:17])=[O:16].[C:18](Cl)(Cl)(Cl)Cl.C1(C)C=CC(S(O)(=O)=O)=CC=1>CO>[OH:1][CH2:2][CH:3]1[CH:8]2[CH2:9][CH:5]([CH2:6][CH2:7]2)[CH:4]1[CH:10]=[CH:11][CH2:12][CH2:13][CH2:14][C:15]([O:17][CH3:18])=[O:16]. Procedure: 65.7 g (0.28 mole) of 6-(3-hydroxymethyl-bicyclo[2.2.1]hept-2-yl)-hex-5-enoic acid are heated under reflux in 220 ml of methanol and 600 ml of carbon tetrachloride with the addition of 6.0 g (0.03 mole) of p-toluenesulphonic acid, for 16 hours. The mixture is then washed 3 times with 500 ml of saturated aqueous sodium bicarbonate solution and twice with 500 ml of saturated aqueous sodium chloride solution. The mixture is dried over sodium sulphate and the solvents are then evaporated off in vacu...